This data is from the Open Reaction Database (ORD), a public repository of structured organic reaction records. The task is: describe an organic reaction: reactants, conditions, products, and yield Reactants: OC=1C(=C2C(CC(OC2=C(C1C)C)(COC1=CC=C(C=C1)[N+](=O)[O-])CC(C)C)=O)C (6-hydroxy-2-isobutyl-5,7,8-trimethyl-2-(4-nitrophenoxymethyl)chroman-4-one), C(C)(=O)OC(C)=O (acetic anhydride). Solvent: N1=CC=CC=C1 (pyridine). Conditions: time 35 hour. The product is C(C)(=O)OC=1C(=C2C(CC(OC2=C(C1C)C)(COC1=CC=C(C=C1)[N+](=O)[O-])CC(C)C)=O)C (6-Acetoxy-2-isobutyl-5,7,8-trimethyl-2-(4-nitrophenoxymethyl)chroman-4-one). As a reaction SMILES: [OH:1][C:2]1[C:3]([CH3:30])=[C:4]2[C:9](=[C:10]([CH3:13])[C:11]=1[CH3:12])[O:8][C:7]([CH2:25][CH:26]([CH3:28])[CH3:27])([CH2:14][O:15][C:16]1[CH:21]=[CH:20][C:19]([N+:22]([O-:24])=[O:23])=[CH:18][CH:17]=1)[CH2:6][C:5]2=[O:29].[C:31](OC(=O)C)(=[O:33])[CH3:32]>N1C=CC=CC=1>[C:31]([O:1][C:2]1[C:3]([CH3:30])=[C:4]2[C:9](=[C:10]([CH3:13])[C:11]=1[CH3:12])[O:8][C:7]([CH2:25][CH:26]([CH3:28])[CH3:27])([CH2:14][O:15][C:16]1[CH:21]=[CH:20][C:19]([N+:22]([O-:24])=[O:23])=[CH:18][CH:17]=1)[CH2:6][C:5]2=[O:29])(=[O:33])[CH3:32]. Procedure details: A mixture of 1.5 g of 6-hydroxy-2-isobutyl-5,7,8-trimethyl-2-(4-nitrophenoxymethyl)chroman-4-one (prepared as described in Preparation 6) and 30 ml of pyridine was mixed with 3 g of acetic anhydride and stirred for 35 hours at room temperature. The reaction mixture was then condensed by evaporation under reduced pressure, mixed with water and extracted with ethyl acetate and benzene. The extract was dried over anhydrous sodium sulfate, and the solvent was distilled off under reduced pressure. Th... Starting materials: ( 4.0 ), CS.C(C)(=O)NC(C(=O)O)(CCC(OC)OC)SC (2-acetylamino-2-methylthio-5,5-dimethoxyvaleric acid methanethiol). Reagents/catalysts: [Ni] (Raney nickel). The solvent is CC(=O)C (acetone). Run at time 2 hour. The product is C(C)(=O)NC(C(=O)OC)CCC(OC)OC (methyl 2-acetylamino-5,5-dimethoxyvalerate). Yield: 99.9%. As a reaction SMILES: [CH3:1]S.[C:3]([NH:6][C:7](SC)([CH2:11][CH2:12][CH:13]([O:16][CH3:17])[O:14][CH3:15])[C:8]([OH:10])=[O:9])(=[O:5])[CH3:4]>[Ni].CC(C)=O>[C:3]([NH:6][CH:7]([CH2:11][CH2:12][CH:13]([O:16][CH3:17])[O:14][CH3:15])[C:8]([O:10][CH3:1])=[O:9])(=[O:5])[CH3:4] |f:0.1|. Procedure details: Four (4.0) cc of Raney nickel was suspended in 15 ml of acetone, and stirred for 2 hours at room temperature to be deactivated. To the system then 417 mg of 2-acetylamino-2-methylthio-5,5-dimethoxyvaleric acid methanethiol was added, followed by 18 hours' stirring at room temperature. After removing the insoluble matter by filtration, the filtrate was concentrated under reduced pressure. The residue was parted by a column chromatography (silica gel and ethyl acetate), to provide 310 mg of methyl... The reactants are C(C)(C)(C)OC(=O)N1C[C@@H](C[C@@H](C1)C(=O)O)C(=O)O ((3R,5S)-1-(tert-Butoxycarbonyl)piperidine-3,5-dicarboxylic acid), C(C)(=O)OC(C)=O (acetic anhydride). Conditions: temperature -40 celsius, time 7 hour. Yields the product C(C)(C)(C)OC(=O)N1C[C@H](C[C@H](C1)C(=O)OC)C(=O)O ((3S,5R)-1-(tert-butoxycarbonyl)-5-(methoxycarbonyl)piperidine-3-carboxylic acid). RXN SMILES: [C:1]([O:5][C:6]([N:8]1[CH2:13][C@@H:12]([C:14]([OH:16])=[O:15])[CH2:11][C@@H:10]([C:17]([OH:19])=[O:18])[CH2:9]1)=[O:7])([CH3:4])([CH3:3])[CH3:2].[C:20](OC(=O)C)(=O)C>>[C:1]([O:5][C:6]([N:8]1[CH2:9][C@H:10]([C:17]([O:19][CH3:20])=[O:18])[CH2:11][C@H:12]([C:14]([OH:16])=[O:15])[CH2:13]1)=[O:7])([CH3:4])([CH3:2])[CH3:3]. Reported procedure: (3R,5S)-1-(tert-Butoxycarbonyl)piperidine-3,5-dicarboxylic acid (222 g) was suspended in acetic anhydride (2 L), and the suspension was heated under reflux for 3 hr. The reaction mixture was concentrated under reduced pressure. Toluene (200 ml) was added and the mixture was concentrated under reduced pressure. This operation was repeated twice. The obtained residue and quinidine (142 g) were dissolved in THF (900 ml), and the mixture was cooled to −40° C. A solution of methanol (161 ml) in THF (...